Dataset: the Open Reaction Database (ORD), a public repository of structured organic reaction records. Task: describe an organic reaction: reactants, conditions, products, and yield The reactants are C(C(=O)Cl)(=O)Cl (oxalyl chloride), CS(C)=O (dimethyl sulfur oxide), O=P1(OC2=CC=CC=C2C=2C=CC=CC12)CO ((10-oxo-10H-9-oxa-10-phosphaphenanthrene-10-yl)-methanol), O=P1(OC2=CC=CC=C2C=2C=CC=CC12)CO ((10-oxo-10H-9-oxa-10-phosphaphenanthrene-10-yl)-methanol). Run in C(C)N(CC)CC (triethylamine). Reaction conditions: time 10 minute. Yields the product O=P1(OC2=CC=CC=C2C=2C=CC=CC12)C=O (10-oxo-10H-9-oxa-10 phosphaphenanthrene-10-carbaldehyde). Reaction SMILES: C(Cl)(=O)C(Cl)=O.CS(=O)C.[O:11]=[P:12]1([CH2:26][OH:27])[C:25]2[CH:24]=[CH:23][CH:22]=[CH:21][C:20]=2[C:19]2[C:14](=[CH:15][CH:16]=[CH:17][CH:18]=2)[O:13]1>C(N(CC)CC)C>[O:11]=[P:12]1([CH:26]=[O:27])[C:25]2[CH:24]=[CH:23][CH:22]=[CH:21][C:20]=2[C:19]2[C:14](=[CH:15][CH:16]=[CH:17][CH:18]=2)[O:13]1. Procedure: Purified dichloro methane anhydride 100 ml is cooled using dry ice and acetone. When the cooling is completed, oxalyl chloride 42.5 ml (0.05 mol) and dimethyl sulfur oxide 5.76 ml (0.08 mol) are added. Thereafter, they are stirred for 10 minutes. Then, (10-oxo-10H-9-oxa-10-phosphaphenanthrene-10-yl)-methanol (compound F) 10 g (0.04 mol) is added thereto. Thereafter, they are stirred for 1 hour. Then, triethylamine 22 ml is slowly added thereto. Thereafter, they are stirred at a normal temperatur... Yield: 33.1%. Yields the product CC=1C=C(C(O)=CC1)O (4-methylcatechol). RXN SMILES: C1(N(Cl)[C:7](=[O:8])N(Cl)C(=O)N1Cl)=O.F[C:14]1C=[CH:18][C:17]([CH3:20])=[C:16]([N+]([O-])=O)[CH:15]=1.CC(O)=[O:26].OS(O)(=O)=O>>[CH3:20][C:17]1[CH:18]=[C:7]([OH:8])[C:14](=[CH:15][CH:16]=1)[OH:26] |f:2.3|. Procedure details: TCCA (16.7 g, 72 mmol) was added to a solution of 4-fluoro-1-methyl-2-nitrobenzene (12.4 g, 80 mmol) in CH3CO2H/H2SO4 (80 mL/80 mL). The mixture was heated to 70° C. and stirred overnight. After cooling to room temperature, the reaction mixture was poured into ice water (1000 mL) and extracted with DCM (2×200 mL). The combined organic phase was washed with brine and concentrated in vacuo. The residue was purified by column chromatography (PE: EA=50:1) to give compound 1 (5.0 g, 33.1%) as a yello... Run at temperature 70 celsius, time 8 hour. The reactants are C1(=O)N(C(=O)N(C(=O)N1Cl)Cl)Cl (TCCA), FC1=CC(=C(C=C1)C)[N+](=O)[O-] (4-fluoro-1-methyl-2-nitrobenzene), CC(=O)O.OS(=O)(=O)O (CH3CO2H H2SO4), ice water. The reactants are C(C)(C)(C)OC(N(C=1N=CSC1)S(=O)(=O)C1=C(C=C(C(=C1)Cl)OC1=C(C=C(C=C1)OC(F)(F)F)C=1C(=NN(C1)C1OCCCC1)[N+](=O)[O-])F)=O (tert-Butyl[(5-chloro-2-fluoro-4-{2-[3-nitro-1-(tetrahydro-2H-pyran-2-yl)-1H-pyrazol-4-yl]-4-(trifluoromethoxy)phenoxy}phenyl)sulfonyl]1,3-thiazol-4-ylcarbamate), [Cl-].[NH4+] (ammonium chloride). Reagents/catalysts: [Fe] (Iron). Solvent: C(C)O (ethanol). Conditions: temperature 80 celsius, time 4 hour. Yields the product Cl.Cl.NC1=NNC=C1C1=C(OC2=CC(=C(C=C2Cl)S(=O)(=O)NC=2N=CSC2)F)C=CC(=C1)OC(F)(F)F (4-[2-(3-Amino-1H-pyrazol-4-yl)-4-(trifluoromethoxy)phenoxy]-5-chloro-2-fluoro-N-1,3-thiazol-4-ylbenzenesulfonamide dihydrochloride). Reaction SMILES: C(OC(=O)[N:7]([S:13]([C:16]1[CH:21]=[C:20]([Cl:22])[C:19]([O:23][C:24]2[CH:29]=[CH:28][C:27]([O:30][C:31]([F:34])([F:33])[F:32])=[CH:26][C:25]=2[C:35]2[C:36]([N+:46]([O-])=O)=[N:37][N:38](C3CCCCO3)[CH:39]=2)=[CH:18][C:17]=1[F:49])(=[O:15])=[O:14])[C:8]1[N:9]=[CH:10][S:11][CH:12]=1)(C)(C)C.[Cl-:51].[NH4+]>[Fe].C(O)C>[ClH:22].[ClH:51].[NH2:46][C:36]1[C:35]([C:25]2[CH:26]=[C:27]([O:30][C:31]([F:32])([F:33])[F:34])[CH:28]=[CH:29][C:24]=2[O:23][C:19]2[C:20]([Cl:22])=[CH:21][C:16]([S:13]([NH:7][C:8]3[N:9]=[CH:10][S:11][CH:12]=3)(=[O:14])=[O:15])=[C:17]([F:49])[CH:18]=2)=[CH:39][NH:38][N:37]=1 |f:1.2,5.6.7|. Reported procedure: tert-Butyl[(5-chloro-2-fluoro-4-{2-[3-nitro-1-(tetrahydro-2H-pyran-2-yl)-1H-pyrazol-4-yl]-4-(trifluoromethoxy)phenoxy}phenyl)sulfonyl]1,3-thiazol-4-ylcarbamate (Preparation 25, 3.70 g, 4.84 mmol), and saturated aqueous ammonium chloride solution (17 mL) were added to ethanol (62 mL). A white precipitate formed. Iron (0.541 g, 9.68 mmol) was added and the reaction mixture heated at 80° C. After 2 hours the reaction mixture was cooled, filtered and concentrated in vacuo. The residue was slurried i... Procedure: Dissolve 4-[2-(2-methoxy-phenyl)-4-methyl-oxazol-5-yl]-butyric acid methyl ester (2.1 g, 7.3 mmol) in CH2Cl2 (20 mL) under nitrogen at room temperature. Add boron tribromide (1M in CH2Cl2, 21.8 mL) and stir at room temperature until the reaction is complete. Quench the mixture with methanol, add water and extract with CH2Cl2. Dry the combined extracts over Na2SO4 and concentrate. Chromatograph the resulting residue over silica gel (MeOH/CH2Cl2) to allow for isolation of 4-[2-(2-hydroxy-phenyl)-4... The solvent is C(Cl)Cl (CH2Cl2). Product: COC(CCCC1=C(N=C(O1)C1=C(C=CC=C1)O)C)=O (4-[2-(2-hydroxy-phenyl)-4-methyl-oxazol-5-yl]-butyric acid methyl ester). As a reaction SMILES: [CH3:1][O:2][C:3](=[O:21])[CH2:4][CH2:5][CH2:6][C:7]1[O:11][C:10]([C:12]2[CH:17]=[CH:16][CH:15]=[CH:14][C:13]=2[O:18]C)=[N:9][C:8]=1[CH3:20].B(Br)(Br)Br>C(Cl)Cl>[CH3:1][O:2][C:3](=[O:21])[CH2:4][CH2:5][CH2:6][C:7]1[O:11][C:10]([C:12]2[CH:17]=[CH:16][CH:15]=[CH:14][C:13]=2[OH:18])=[N:9][C:8]=1[CH3:20]. The reactants are COC(CCCC1=C(N=C(O1)C1=C(C=CC=C1)OC)C)=O (4-[2-(2-methoxy-phenyl)-4-methyl-oxazol-5-yl]-butyric acid methyl ester), B(Br)(Br)Br (boron tribromide). Reactants: C1(CC1)C1=NC(=C(C2=C1C(=NO2)C=2SC=CC2)O)C(=O)OCC (Ethyl 4-cyclopropyl-7-hydroxy-3-(thiophen-2-yl)isoxazolo[4,5-c]pyridine-6-carboxylate), NCC(=O)O (glycine), C[O-].[Na+] (sodium methoxide). Solvent: C([O-])(O)=O.[Na+] (sodium bicarbonate). Product: C1(CC1)C1=NC(=C(C2=C1C(=NO2)C=2SC=CC2)O)C(=O)NCC(=O)O ([(4-Cyclopropyl-7-hydroxy-3-thiophen-2-yl-isoxazolo[4,5-c]pyridine-6-carbonyl)-amino]-acetic acid). The yield is 70.5%. Reaction SMILES: [CH:1]1([C:4]2[C:9]3[C:10]([C:13]4[S:14][CH:15]=[CH:16][CH:17]=4)=[N:11][O:12][C:8]=3[C:7]([OH:18])=[C:6]([C:19](OCC)=[O:20])[N:5]=2)[CH2:3][CH2:2]1.[NH2:24][CH2:25][C:26]([OH:28])=[O:27].C[O-].[Na+]>C(=O)(O)[O-].[Na+]>[CH:1]1([C:4]2[C:9]3[C:10]([C:13]4[S:14][CH:15]=[CH:16][CH:17]=4)=[N:11][O:12][C:8]=3[C:7]([OH:18])=[C:6]([C:19]([NH:24][CH2:25][C:26]([OH:28])=[O:27])=[O:20])[N:5]=2)[CH2:3][CH2:2]1 |f:2.3,4.5|. Reported procedure: Ethyl 4-cyclopropyl-7-hydroxy-3-(thiophen-2-yl)isoxazolo[4,5-c]pyridine-6-carboxylate (47 mg, 0.142 mmol) and glycine (428 mg, 5.70 mmol) were added to sodium methoxide solution (8.5 mL, 4.27 mmol, 0.5 M in MeOH) and the mixture was refluxed for 48 h. The mixture was cooled to room temperature and the solvent was removed in vacuo. The residue was redissolved in 10 mL of water and acidified to pH 3 by addition of concentrated hydrochloric acid. The resulting precipitate was isolated by filtration... Reactants: FC=1C=C2CCC(C2=CC1)O (5-fluoro-indan-1-ol), N1C=NC(=C1)C(=O)OC (methyl 4-imidazolecarboxylate), pMe2NPhP(Ph)2, N(=NC(=O)OC(C)C)C(=O)OC(C)C (diisopropyl azodicarboxylate). Solvent: C1CCOC1 (THF), C(C)(=O)OCC (ethyl acetate). Product: COC(=O)C=1N(C=NC1)C1CCC2=CC(=CC=C12)F (3-(5-fluoro-indan-1-yl)-3H-imidazole-4-carboxylic acid methyl ester). Reaction SMILES: [F:1][C:2]1[CH:3]=[C:4]2[C:8](=[CH:9][CH:10]=1)[CH:7](O)[CH2:6][CH2:5]2.[NH:12]1[CH:16]=[C:15]([C:17]([O:19][CH3:20])=[O:18])[N:14]=[CH:13]1.N(C(OC(C)C)=O)=NC(OC(C)C)=O>C1COCC1.C(OCC)(=O)C>[CH3:20][O:19][C:17]([C:15]1[N:14]([CH:7]2[C:8]3[C:4](=[CH:3][C:2]([F:1])=[CH:10][CH:9]=3)[CH2:5][CH2:6]2)[CH:13]=[N:12][CH:16]=1)=[O:18]. Reported procedure: To a solution of 5-fluoro-indan-1-ol (0.293 g, 1.925 mmol) and methyl 4-imidazolecarboxylate (CAS#17325-26-7, 0.163 g, 1.290 mmol) in THF (10 mL) at 0° C. is added pMe2NPhP(Ph)2 (0.619 g, 1.925 mmol) and diisopropyl azodicarboxylate (94%, 0.414 g, 1.925 mmol). After 1 hour the mixture is warmed to room temperature and after 18 hours it is diluted with ethyl acetate and extracted with 1M aqueous HCl. The extracts are cooled to 0° C., and the pH is adjusted to ca. 9 with ice-cold 4M aqueous NaOH. ... Starting materials: CO, CC(C)(C)OC(=O)NC1(c2ccc(-c3c(-c4ccc(O)cc4)nc4n3-c3cccnc3Nc3ccccc3-4)cc2)CCC1. Product: NC1(c2ccc(-c3c(-c4ccc(O)cc4)nc4n3-c3cccnc3Nc3ccccc3-4)cc2)CCC1. As a reaction SMILES: [CH3:44][OH:45].[OH:1][c:2]1[cH:3][cH:4][c:5](-[c:8]2[n:9][c:10]3[n:11]([c:25]2-[c:26]2[cH:27][cH:28][c:29]([C:32]4([NH:36][C:37](=[O:38])[O:39][C:40]([CH3:41])([CH3:42])[CH3:43])[CH2:33][CH2:34][CH2:35]4)[cH:30][cH:31]2)-[c:12]2[c:13]([n:21][cH:22][cH:23][cH:24]2)[NH:14][c:15]2[c:16]-3[cH:17][cH:18][cH:19][cH:20]2)[cH:6][cH:7]1>>[OH:1][c:2]1[cH:3][cH:4][c:5](-[c:8]2[n:9][c:10]3[n:11]([c:25]2-[c:26]2[cH:27][cH:28][c:29]([C:32]4([NH2:36])[CH2:33][CH2:34][CH2:35]4)[cH:30][cH:31]2)-[c:12]2[c:13]([n:21][cH:22][cH:23][cH:24]2)[NH:14][c:15]2[c:16]-3[cH:17][cH:18][cH:19][cH:20]2)[cH:6][cH:7]1.